Dataset: the Open Reaction Database (ORD), a public repository of structured organic reaction records. Task: describe an organic reaction: reactants, conditions, products, and yield The reactants are NC1=C(C(=O)O)C=CC(=C1)F (2-amino-4-fluorobenzoic acid), S(=O)(Cl)Cl (thionyl chloride), CO (methanol). The product is NC1=C(C(=O)OC)C=CC(=C1)F (methyl 2-amino-4-fluorobenzoate). As a reaction SMILES: [NH2:1][C:2]1[CH:10]=[C:9]([F:11])[CH:8]=[CH:7][C:3]=1[C:4]([OH:6])=[O:5].S(Cl)(Cl)=O.[CH3:16]O>>[NH2:1][C:2]1[CH:10]=[C:9]([F:11])[CH:8]=[CH:7][C:3]=1[C:4]([O:6][CH3:16])=[O:5]. Procedure details: To a solution of 2-amino-4-fluorobenzoic acid (2.0 g, 12.9 mmol) in methanol (50 mL) was added thionyl chloride (1.8 mL, 25.8 mmol). The mixture was refluxed overnight and concentrated to dryness. The residue was extracted with CH2Cl2 (30 mL), washed by aq. NaHCO3 (20 mL), water, and brine, dried and concentrated to give methyl 2-amino-4-fluorobenzoate as yellow solid (1.4 g). Starting materials: Cl.O1C(=NC2=C1C=CC=C2)C2=CC=C(COCCNCCOCC#CC1=CC=C(C=C1)C)C=C2 (N-[2-(4-(benzoxazol-2-yl)benzyloxy)ethyl]-2-[3-(4-methylphenyl)prop-2-ynyloxy]ethanamine hydrochloride). Reagents/catalysts: [Pd] (Pd/C). Run in CO (MeOH). Reaction conditions: time 20 minute. Yields the product Cl.O1C(=NC2=C1C=CC=C2)C2=CC=C(COCCNCCOCCCC1=CC=C(C=C1)C)C=C2 (N-[2-(4-(benzoxazol-2-yl)benzyloxy)ethyl]-2-[3-(4-methyl-phenyl)propoxy]ethanamine hydrochloride). RXN SMILES: [ClH:1].[O:2]1[C:6]2[CH:7]=[CH:8][CH:9]=[CH:10][C:5]=2[N:4]=[C:3]1[C:11]1[CH:34]=[CH:33][C:14]([CH2:15][O:16][CH2:17][CH2:18][NH:19][CH2:20][CH2:21][O:22][CH2:23][C:24]#[C:25][C:26]2[CH:31]=[CH:30][C:29]([CH3:32])=[CH:28][CH:27]=2)=[CH:13][CH:12]=1>CO.[Pd]>[ClH:1].[O:2]1[C:6]2[CH:7]=[CH:8][CH:9]=[CH:10][C:5]=2[N:4]=[C:3]1[C:11]1[CH:34]=[CH:33][C:14]([CH2:15][O:16][CH2:17][CH2:18][NH:19][CH2:20][CH2:21][O:22][CH2:23][CH2:24][CH2:25][C:26]2[CH:27]=[CH:28][C:29]([CH3:32])=[CH:30][CH:31]=2)=[CH:13][CH:12]=1 |f:0.1,4.5|. Reported procedure: N-[2-(4-(benzoxazol-2-yl)benzyloxy)ethyl]-2-[3-(4-methylphenyl)prop-2-ynyloxy]ethanamine hydrochloride (125 mg) is dissolved in MeOH (12 ml) in an argon atmosphere and then 27 mg Pd/C catalyst is added. H2 is bubbled into the reaction mixture for 1 minute and stirred under H2 for 20 minutes. The mixture is purged with argon and filtered through celite and washed with MeOH and THF. Several drops of HCl/EtOH are added until acidic and the mixture concentrated to dryness to obtain N-[2-(4-(benzoxaz... Starting materials: CC(=CC(=O)O)C=CCC(CCCC(C)C)C (3,7,11-trimethyldodeca-2,4-dienoic acid), C(C(=O)Cl)(=O)Cl (oxalyl chloride), C1=CC=CC=C1 (benzene). Conditions: time 2 hour. The product is CC(=CC(=O)OCC(C)C)C=CCC(CCCC(C)C)C (isobutyl 3,7,11-trimethyldodeca-2,4-dienoate). As a reaction SMILES: [CH3:1][C:2]([CH:7]=[CH:8][CH2:9][CH:10]([CH3:17])[CH2:11][CH2:12][CH2:13][CH:14]([CH3:16])[CH3:15])=[CH:3][C:4]([OH:6])=[O:5].[C:18](Cl)(=O)C(Cl)=O.[CH:24]1[CH:29]=[CH:28]C=CC=1>>[CH3:1][C:2]([CH:7]=[CH:8][CH2:9][CH:10]([CH3:17])[CH2:11][CH2:12][CH2:13][CH:14]([CH3:16])[CH3:15])=[CH:3][C:4]([O:6][CH2:18][CH:29]([CH3:28])[CH3:24])=[O:5]. Procedure details: To a solution of 4.15 g. of 3,7,11-trimethyldodeca-2,4-dienoic acid in 100 ml. of dry benzene, under nitrogen, is added 5.1 ml. of oxalyl chloride. After 2 hours, solvent is removed under reduced pressure and 100 ml. of fresh dry benzene and 6.4 ml. of dry isobutyl alcohol is added. The reaction mixture is concentrated and the concentrate is stirred over 20 g. of activated alumina in pentane for 0.5 hr. and filtered. The filtrate is washed, dried and evaporated under reduced pressure to give iso... The reactants are ClCCl, COc1cc(N=C=O)cc(OC)c1OC, CC(C)C(N)CN1CCC(Cc2ccc(Cl)c(Cl)c2)CC1. RXN SMILES: [CH2:37]([Cl:38])[Cl:39].[CH3:1][O:2][c:3]1[cH:4][c:5]([N:13]=[C:14]=[O:15])[cH:6][c:7]([O:11][CH3:12])[c:8]1[O:9][CH3:10].[Cl:16][c:17]1[cH:18][c:19]([CH2:20][CH:21]2[CH2:22][CH2:23][N:24]([CH2:27][CH:28]([CH:29]([CH3:30])[CH3:31])[NH2:32])[CH2:25][CH2:26]2)[cH:33][cH:34][c:35]1[Cl:36]>>[CH3:1][O:2][c:3]1[cH:4][c:5]([NH:13][C:14](=[O:15])[NH:32][CH:28]([CH2:27][N:24]2[CH2:23][CH2:22][CH:21]([CH2:20][c:19]3[cH:18][c:17]([Cl:16])[c:35]([Cl:36])[cH:34][cH:33]3)[CH2:26][CH2:25]2)[CH:29]([CH3:30])[CH3:31])[cH:6][c:7]([O:11][CH3:12])[c:8]1[O:9][CH3:10]. Yields the product COc1cc(NC(=O)NC(CN2CCC(Cc3ccc(Cl)c(Cl)c3)CC2)C(C)C)cc(OC)c1OC. The reactants are C(C)OC=1C=C(C=O)C=CC1O (3-Ethoxy-4-hydroxybenzaldehyde), CN(N1C(SCC1=O)=S)C (N-dimethylaminorhodanine), fused sodium acetate. The product is C(C)OC=1C=C(C=CC1O)C=C1C(N(C(S1)=S)N(C)C)=O (5-[[3-ethoxy-4-hydroxyphenyl]methylene]-3-dimethylamino-2-thioxo-4-thiazolidinone). Yield: 59.3%. As a reaction SMILES: [CH2:1]([O:3][C:4]1[CH:5]=[C:6]([CH:9]=[CH:10][C:11]=1[OH:12])[CH:7]=O)[CH3:2].[CH3:13][N:14]([CH3:22])[N:15]1[C:19](=[O:20])[CH2:18][S:17][C:16]1=[S:21]>>[CH2:1]([O:3][C:4]1[CH:5]=[C:6]([CH:7]=[C:18]2[S:17][C:16](=[S:21])[N:15]([N:14]([CH3:22])[CH3:13])[C:19]2=[O:20])[CH:9]=[CH:10][C:11]=1[OH:12])[CH3:2]. Reported procedure: 3-Ethoxy-4-hydroxybenzaldehyde (45.7 g), N-dimethylaminorhodanine (53.35 g) and fused sodium acetate (92.4 g) were reacted in the manner described in Example 1 to provide 52.92 g of the subtitled intermediate. m.p. 194°-198° C. Yields the product NC1=CC(=C(C=C1)N1N=NN(C1=O)CCCF)F (1-(4-amino-2-fluorophenyl)-4-(3-fluoropropyl)-1,4-dihydro-5H- tetrazol-5-one). Reaction conditions: time 2 hour. The reagents and catalysts are [Fe] (iron). Procedure: To a stirred solution of 15.0 g (0.096 mole) of 1-(2-fluoro-4-nitrophenyl)-4-(3-fluoropropyl)-1,4-dihydro-5H-tetrazol-5-one in 200 mL of glacial acetic acid and 10 mL of water, heated at 45° C., was added portionwise 15.0 g (0.27 mole) of iron powder. The reaction mixture was allowed to cool to room temperature and stir for approximately two hours. This mixture was filtered through a pad of Celite filter aid. The filtrate was diluted with 200 mL of water, and the resultant mixture was extracted ... As a reaction SMILES: [F:1][C:2]1[CH:7]=[C:6]([N+:8]([O-])=O)[CH:5]=[CH:4][C:3]=1[N:11]1[C:15](=[O:16])[N:14]([CH2:17][CH2:18][CH2:19][F:20])[N:13]=[N:12]1>C(O)(=O)C.O.[Fe]>[NH2:8][C:6]1[CH:5]=[CH:4][C:3]([N:11]2[C:15](=[O:16])[N:14]([CH2:17][CH2:18][CH2:19][F:20])[N:13]=[N:12]2)=[C:2]([F:1])[CH:7]=1. Reactants: FC1=C(C=CC(=C1)[N+](=O)[O-])N1N=NN(C1=O)CCCF (1-(2-fluoro-4-nitrophenyl)-4-(3-fluoropropyl)-1,4-dihydro-5H-tetrazol-5-one). The yield is 50.6%. Solvent: C(C)(=O)O (acetic acid), O (water).